Task: describe an organic reaction: reactants, conditions, products, and yield. Dataset: the Open Reaction Database (ORD), a public repository of structured organic reaction records Reactants: C1CCOC1, [K+], [N-]=[N+]=NC1CCc2cc(Br)ccc21, [OH-], O, c1ccc(P(c2ccccc2)c2ccccc2)cc1. Yields the product NC1CCc2cc(Br)ccc21. RXN SMILES: [CH2:36]1[O:37][CH2:38][CH2:39][CH2:40]1.[K+:35].[N:1](=[N+:2]=[N-:3])[CH:4]1[CH2:5][CH2:6][c:7]2[cH:8][c:9]([Br:13])[cH:10][cH:11][c:12]21.[OH-:34].[OH2:14].[c:15]1([P:16]([c:17]2[cH:18][cH:19][cH:20][cH:21][cH:22]2)[c:23]2[cH:24][cH:25][cH:26][cH:27][cH:28]2)[cH:29][cH:30][cH:31][cH:32][cH:33]1>>[NH2:1][CH:4]1[CH2:5][CH2:6][c:7]2[cH:8][c:9]([Br:13])[cH:10][cH:11][c:12]21. Reactants: CCOP(=O)(CP(=O)(OCC)OCC)OCC, C1CCOC1, [Li]CCCC, COc1ccc2c(Oc3ccc(C=O)cc3)c(-c3ccccc3)c(C)cc2c1, CCOC(C)=O, O. Product: CCOP(=O)(C=Cc1ccc(Oc2c(-c3ccccc3)c(C)cc3cc(OC)ccc23)cc1)OCC. As a reaction SMILES: [CH2:1]([P:2](=[O:3])([O:4][CH2:5][CH3:6])[O:7][CH2:8][CH3:9])[P:10]([O:11][CH2:12][CH3:13])([O:14][CH2:15][CH3:16])=[O:17].[CH2:57]1[O:58][CH2:59][CH2:60][CH2:61]1.[CH3:18][CH2:19][CH2:20][CH2:21][Li:22].[CH3:23][c:24]1[c:25](-[c:45]2[cH:46][cH:47][cH:48][cH:49][cH:50]2)[c:26]([O:36][c:37]2[cH:38][cH:39][c:40]([CH:41]=[O:42])[cH:43][cH:44]2)[c:27]2[cH:28][cH:29][c:30]([O:34][CH3:35])[cH:31][c:32]2[cH:33]1.[CH3:51][CH2:52][O:53][C:54]([CH3:55])=[O:56].[OH2:62]>>[CH:1]([P:10]([O:11][CH2:12][CH3:13])([O:14][CH2:15][CH3:16])=[O:17])=[CH:41][c:40]1[cH:39][cH:38][c:37]([O:36][c:26]2[c:25](-[c:45]3[cH:46][cH:47][cH:48][cH:49][cH:50]3)[c:24]([CH3:23])[cH:33][c:32]3[c:27]2[cH:28][cH:29][c:30]([O:34][CH3:35])[cH:31]3)[cH:44][cH:43]1. Starting materials: BrC1=C(C=CC=C1)NN (2-bromophenyl hydrazine), CCOCC (ether), C(C)=O (acetaldehyde). Run at time 1 hour. The product is C(C1=CC=CC=C1)(=O)N(N=CC)C1=C(C=CC=C1)Br (acetaldehyde 1-benzoyl-1-(2-bromophenyl) hydrazone). RXN SMILES: [Br:1][C:2]1[CH:7]=[CH:6][CH:5]=[CH:4][C:3]=1[NH:8][NH2:9].[CH:10](=[O:12])[CH3:11].CCO[CH2:16][CH3:17]>>[C:10]([N:8]([C:3]1[CH:4]=[CH:5][CH:6]=[CH:7][C:2]=1[Br:1])[N:9]=[CH:16][CH3:17])(=[O:12])[C:11]1[CH:6]=[CH:7][CH:2]=[CH:3][CH:4]=1. Reported procedure: The acetaldehyde 1-benzoyl-1-(2-bromophenyl) hydrazone was prepared as follows: A solution of 11.2 g. of 2-bromophenyl hydrazine in ether was treated with 7 ml. of acetaldehyde and allowed to stand for 1 hour with occasional swirling. The ether solution was washed with water, a small amount of dilute potassium bicarbonate solution, and saturated sodium chloride solution, dried over magnesium sulfate and evaporated to dryness under reduced pressure. The residue was taken up in 25 ml. dry dimethyl... Starting materials: CCO, c1ccc(C2CN(C(c3ccccc3)c3ccccc3)C2)cc1, [H][H], [OH-], [OH-], [Pd+2]. Yields the product c1ccc(C2CNC2)cc1. Reaction SMILES: [CH3:29][CH2:30][OH:31].[CH:1]([c:2]1[cH:3][cH:4][cH:5][cH:6][cH:7]1)([c:8]1[cH:9][cH:10][cH:11][cH:12][cH:13]1)[N:14]1[CH2:15][CH:16]([c:18]2[cH:19][cH:20][cH:21][cH:22][cH:23]2)[CH2:17]1.[H:24][H:25].[OH-:26].[OH-:28].[Pd+2:27]>>[NH:14]1[CH2:15][CH:16]([c:18]2[cH:19][cH:20][cH:21][cH:22][cH:23]2)[CH2:17]1. As a reaction SMILES: [CH3:1][O:2][C:3]([CH:4]([NH2:5])[CH2:6][SH:7])=[O:8].[CH:34]([Cl:35])([Cl:36])[Cl:37].[CH:9](=[O:10])[CH2:11][CH2:12][CH2:13][CH:14]([C:15](=[O:16])[OH:17])[N:18]1[C:19](=[O:28])[c:20]2[c:21]([cH:24][cH:25][cH:26][cH:27]2)[C:22]1=[O:23].[O:29]1[CH2:30][CH2:31][CH2:32][CH2:33]1>>[CH3:1][O:2][C:3]([CH:4]1[NH:5][CH:9]([CH2:11][CH2:12][CH2:13][CH:14]([C:15](=[O:16])[OH:17])[N:18]2[C:19](=[O:28])[c:20]3[c:21]([cH:24][cH:25][cH:26][cH:27]3)[C:22]2=[O:23])[S:7][CH2:6]1)=[O:8]. The reactants are COC(=O)C(N)CS, ClC(Cl)Cl, O=CCCCC(C(=O)O)N1C(=O)c2ccccc2C1=O, C1CCOC1. Product: COC(=O)C1CSC(CCCC(C(=O)O)N2C(=O)c3ccccc3C2=O)N1. Starting materials: C(C(=O)Cl)(=O)Cl (oxalyl chloride), FC(C(=O)O)(CC=C)F (2,2-Difluoro-4-pentenoic acid), C(C(=O)Cl)(=O)Cl (oxalyl chloride). Reagents/catalysts: CN(C=O)C (dimethylformamide). Conditions: time 2 hour. Yields the product FC(C(=O)Cl)(CC=C)F (2,2-Difluoro-4-pentenoyl chloride). Isolated yield 86.0%. As a reaction SMILES: C(Cl)(=O)C([Cl:4])=O.[F:7][C:8]([F:15])([CH2:12][CH:13]=[CH2:14])[C:9](O)=[O:10]>CN(C)C=O>[F:7][C:8]([F:15])([CH2:12][CH:13]=[CH2:14])[C:9]([Cl:4])=[O:10]. Procedure: Add oxalyl chloride (17.6 mL, 201.8 mmol) to compound 8c (25 g, 183.7 mmol) and dimethylformamide (3 drops) under neat conditions at room temperature. Observe gas evolution for approximately 2 h. After 5 h, treat the reaction mixture with an additional 0.08 eq of oxalyl chloride (1.2 mL) and stir for 18 h. Use fractional distillation (88°-91° C.) to obtain 24.4 g, 158 mmol of the title compound 8a as an oil in 85% yield. 19F NMR (CDCl3) δ -101.9 (t); 13C NMR (CDCl3) δ 167.3 (t, CO2H), 125.5 (s, ...